From a dataset of the Open Reaction Database (ORD), a public repository of structured organic reaction records. describe an organic reaction: reactants, conditions, products, and yield Starting materials: IC=1C=C2C=CC=3N(C2=CC1)C=CN3 (7-Iodo-imidazo[1,2-a]quinoline), FC=1C=C(C=C(C1)S)C1(CCOCC1)C#N (4-(3-Fluoro-5-mercapto-phenyl)-tetrahydro-pyran-4-carbonitrile), CCN(C(C)C)C(C)C (iPr2NEt), C1(=CC=CC=C1)P(C1=CC=CC=2C(C3=CC=CC(=C3OC12)P(C1=CC=CC=C1)C1=CC=CC=C1)(C)C)C1=CC=CC=C1 (4,5-bis(diphenylphosphino)-9,9-dimethylxanthene). The reagents and catalysts are C=1C=CC(=CC1)/C=C/C(=O)/C=C/C2=CC=CC=C2.C=1C=CC(=CC1)/C=C/C(=O)/C=C/C2=CC=CC=C2.C=1C=CC(=CC1)/C=C/C(=O)/C=C/C2=CC=CC=C2.[Pd].[Pd] (Pd2dba3). Solvent: O1CCOCC1 (1,4-dioxane). Run at temperature 80 celsius. Yields the product FC=1C=C(C=C(C1)SC=1C=C2C=CC=3N(C2=CC1)C=CN3)C3(CCOCC3)C#N (4-[3-Fluoro-5-(imidazo[1,2-a]quinolin-7-ylsulfanyl)-phenyl]-tetrahydro-pyran-4-carbonitrile). RXN SMILES: I[C:2]1[CH:3]=[C:4]2[C:9](=[CH:10][CH:11]=1)[N:8]1[CH:12]=[CH:13][N:14]=[C:7]1[CH:6]=[CH:5]2.[F:15][C:16]1[CH:17]=[C:18]([C:23]2([C:29]#[N:30])[CH2:28][CH2:27][O:26][CH2:25][CH2:24]2)[CH:19]=[C:20]([SH:22])[CH:21]=1.CCN(C(C)C)C(C)C.C1(P(C2C=CC=CC=2)C2C3OC4C(=CC=CC=4P(C4C=CC=CC=4)C4C=CC=CC=4)C(C)(C)C=3C=CC=2)C=CC=CC=1>O1CCOCC1.C1C=CC(/C=C/C(/C=C/C2C=CC=CC=2)=O)=CC=1.C1C=CC(/C=C/C(/C=C/C2C=CC=CC=2)=O)=CC=1.C1C=CC(/C=C/C(/C=C/C2C=CC=CC=2)=O)=CC=1.[Pd].[Pd]>[F:15][C:16]1[CH:17]=[C:18]([C:23]2([C:29]#[N:30])[CH2:24][CH2:25][O:26][CH2:27][CH2:28]2)[CH:19]=[C:20]([S:22][C:2]2[CH:3]=[C:4]3[C:9](=[CH:10][CH:11]=2)[N:8]2[CH:12]=[CH:13][N:14]=[C:7]2[CH:6]=[CH:5]3)[CH:21]=1 |f:5.6.7.8.9|. Reported procedure: 1g (230 mg, 0.82 mmol) and 4-(3-Fluoro-5-mercapto-phenyl)-tetrahydro-pyran-4-carbonitrile (1h, 230 mg, 0.99 mmol) were dissolved in 1,4-dioxane (10 mL) and degassed with N2 for 10 minutes. iPr2NEt (0.35 mL, 2.0 mmol), Pd2dba3 (20 mg, 0.02 mmol), and 4,5-bis(diphenylphosphino)-9,9-dimethylxanthene (24 mg, 0.04 mmol) were added, and the mixture was degassed with N2 for an additional 10 minutes. The reaction was heated to 80° C. overnight, then cooled to room temperature, concentrated, and purified...